Dataset: the Open Reaction Database (ORD), a public repository of structured organic reaction records. Task: describe an organic reaction: reactants, conditions, products, and yield The reactants are ClC=1N=C(C2=C(N1)C=C(S2)C=O)N2[C@H](COCC2)C ((S)-2-chloro-4-(3-methylmorpholino)thieno[3,2-d]pyrimidine-6-carbaldehyde), COC(OC)OC (trimethylorthoformate), [BH-](OC(=O)C)(OC(=O)C)OC(=O)C.[Na+] (NaBH(OAc)3), CN1CCNCC1 (N-methylpiperazine). Run in ClCCCl (1,2-dichloroethane), CC(=O)O (HOAc). The product is C[C@@H]1N(CCOC1)C=1C2=C(N=C(N1)C=1C=NC=NC1)C=C(S2)CN2CCN(CC2)C ((S)-3-methyl-4-(6-((4-methylpiperazin-1-yl)methyl)-2-(pyrimidin-5-yl)thieno[3,2-d]pyrimidin-4-yl)morpholine). As a reaction SMILES: Cl[C:2]1[N:3]=[C:4]([N:13]2[CH2:18][CH2:17][O:16][CH2:15][C@@H:14]2[CH3:19])[C:5]2[S:10][C:9]([CH:11]=O)=[CH:8][C:6]=2[N:7]=1.[BH-](O[C:30]([CH3:32])=O)(OC(C)=O)OC(C)=O.[Na+].[CH3:34][N:35]1[CH2:40][CH2:39][NH:38][CH2:37][CH2:36]1.COC(OC)OC>ClCCCl.CC(O)=O>[CH3:19][C@H:14]1[CH2:15][O:16][CH2:17][CH2:18][N:13]1[C:4]1[C:5]2[S:10][C:9]([CH2:11][N:38]3[CH2:39][CH2:40][N:35]([CH3:34])[CH2:36][CH2:37]3)=[CH:8][C:6]=2[N:7]=[C:2]([C:30]2[CH:32]=[N:7][CH:2]=[N:3][CH:4]=2)[N:3]=1 |f:1.2|. Procedure: Following General Procedure D, (S)-2-chloro-4-(3-methylmorpholino)thieno[3,2-d]pyrimidine-6-carbaldehyde (100 mg, 0.34 mmol), HOAc (25 mg), NaBH(OAc)3 (80 mg, 0.37 mmol), N-methylpiperazine (41 mg, 0.40 mmol), 1,2-dichloroethane (1.0 mL), trimethylorthoformate were reacted at room temperature. The crude product was used in the next step without purification. MS (Q1) 382 (M)+. Following General Procedure A, crude product from above, pyrimidine-5-boronic acid (27 mg), Pd(PPh3)4 (20 mg), MeCN (1 mL... Reactants: [Br-], CC([O-])=S, CC(C)(O)CCl, [K+], [Na+], CN(C)C=O, O. Reaction SMILES: [Br-:13].[C:7]([CH3:8])([O-:9])=[S:10].[Cl:1][CH2:2][C:3]([CH3:4])([OH:5])[CH3:6].[K+:11].[Na+:12].[O:15]=[CH:16][N:17]([CH3:18])[CH3:19].[OH2:14]>>[CH2:2]([C:3]([CH3:4])([OH:5])[CH3:6])[S:10][C:7]([CH3:8])=[O:9]. Product: CC(=O)SCC(C)(C)O.